This data is from the Open Reaction Database (ORD), a public repository of structured organic reaction records. The task is: describe an organic reaction: reactants, conditions, products, and yield Reactants: Nc1ccc2c(c1)OCO2, CCOC(C)=O, Cn1c(=O)c(-c2c(Cl)cccc2Cl)cc2cnc(S(C)(=O)=O)nc21. Product: Cn1c(=O)c(-c2c(Cl)cccc2Cl)cc2cnc(Nc3ccc4c(c3)OCO4)nc21. RXN SMILES: [CH2:25]1[O:26][c:27]2[cH:28][c:29]([NH2:30])[cH:31][cH:32][c:33]2[O:34]1.[CH3:35][CH2:36][O:37][C:38](=[O:39])[CH3:40].[Cl:1][c:2]1[c:3](-[c:9]2[cH:10][c:11]3[c:12]([n:13][c:14]([S:17]([CH3:18])(=[O:19])=[O:20])[n:15][cH:16]3)[n:21]([CH3:24])[c:22]2=[O:23])[c:4]([Cl:8])[cH:5][cH:6][cH:7]1>>[Cl:1][c:2]1[c:3](-[c:9]2[cH:10][c:11]3[c:12]([n:13][c:14]([NH:30][c:29]4[cH:28][c:27]5[c:33]([cH:32][cH:31]4)[O:34][CH2:25][O:26]5)[n:15][cH:16]3)[n:21]([CH3:24])[c:22]2=[O:23])[c:4]([Cl:8])[cH:5][cH:6][cH:7]1. Starting materials: ClC1=CC=C(C=C1)C=CC=1C(=CSC1)C=O (4-[2-(4-chlorophenyl)-vinyl]-thiophene-3-carbaldehyde), C1(=CC=CC=C1)C#CC=1C=C(SC1)C=O (4-(phenylethynyl)thiophene-2-carbaldehyde), C(CC1=CC=CC=C1)C=1C=C(SC1)C=O (4-phenethylthiophene-2-carbaldehyde). Procedure details: 4-(4-Chlorophenethyl)thiophene-3-carbaldehyde was synthesized from 4-[2-(4-chlorophenyl)-vinyl]-thiophene-3-carbaldehyde (260 mg, 1.04 mmol) following the conditions used to hydrogenate 4-(phenylethynyl)thiophene-2-carbaldehyde to 4-phenethylthiophene-2-carbaldehyde (Example 1.1.b). Purification by flash chromatography (0-10% EtOAc/heptane) yielded 4-(4-chlorophenethyl)thiophene-3-carbaldehyde (188 mg, 72%). 1H NMR (400 MHz, CDCl3) δ ppm 2.86-2.92 (m, 2H), 3.16-3.22 (m, 2H), 6.91 (dd, J=3.20, 0.... Isolated yield 72.1%. Yields the product ClC1=CC=C(CCC=2C(=CSC2)C=O)C=C1 (4-(4-chlorophenethyl)thiophene-3-carbaldehyde). Reaction SMILES: [Cl:1][C:2]1[CH:7]=[CH:6][C:5]([CH:8]=[CH:9][C:10]2[C:11]([CH:15]=[O:16])=[CH:12][S:13][CH:14]=2)=[CH:4][CH:3]=1.C1(C#CC2C=C(C=O)SC=2)C=CC=CC=1.C(C1C=C(C=O)SC=1)CC1C=CC=CC=1>>[Cl:1][C:2]1[CH:3]=[CH:4][C:5]([CH2:8][CH2:9][C:10]2[C:11]([CH:15]=[O:16])=[CH:12][S:13][CH:14]=2)=[CH:6][CH:7]=1. The reactants are [N+](=O)([O-])C1=CC=C(C(=O)Cl)C=C1 (4-Nitrobenzoyl chloride), O (water), NC1=C(C=CC(=C1)[N+](=O)[O-])O (2-Amino-4-nitrophenol), polyphosphoric acid. Run in COCCOCCOC (diglyme), COCCOCCOC (diglyme). Conditions: temperature 100 celsius, time 1 hour. The product is [N+](=O)([O-])C1=CC=C(C=C1)C=1OC2=C(N1)C=C(C=C2)[N+](=O)[O-] (2-(4-nitrophenyl)-5-nitrobenzoxazole). Isolated yield 95.0%. RXN SMILES: [NH2:1][C:2]1[CH:7]=[C:6]([N+:8]([O-:10])=[O:9])[CH:5]=[CH:4][C:3]=1[OH:11].[N+:12]([C:15]1[CH:23]=[CH:22][C:18]([C:19](Cl)=O)=[CH:17][CH:16]=1)([O-:14])=[O:13].O>COCCOCCOC>[N+:12]([C:15]1[CH:23]=[CH:22][C:18]([C:19]2[O:11][C:3]3[CH:4]=[CH:5][C:6]([N+:8]([O-:10])=[O:9])=[CH:7][C:2]=3[N:1]=2)=[CH:17][CH:16]=1)([O-:14])=[O:13]. Reported procedure: 2-Amino-4-nitrophenol (46.2 g, 0.3 mol) was dissolved in diglyme (1250 mL) and added to a 3-necked, 3-liter flask equipped with a condenser, a mechanical stirrer, and a hearer. 4-Nitrobenzoyl chloride (57 g, 0.3 mol) was dissolved in diglyme (250 mL) and added to the flask. The mixture was heated, with stirring, to 120° C. for 1 hour, whereupon polyphosphoric acid (90 g) was added. Heating was continued at 150° C. to 160° C. for an additional 1 hour. The reaction mixture was cooled to 110° C. to... Starting materials: C1(=CC=CC=C1)N1N=C(CC1=O)C(=O)O (1-phenyl-3-carboxy-2-pyrazolin-5-one), OC1=CC=C(C=O)C=C1 (p-hydroxybenzaldehyde). Run in CO (methanol). Product: C1(=CC=CC=C1)N1N=C(C(C1=O)=CC1=CC=C(C=C1)O)C(=O)O (1-phenyl-3-carboxy-4-(p-hydroxybenzylidene)-2-pyrazolin-5-one). As a reaction SMILES: [C:1]1([N:7]2[C:11](=[O:12])[CH2:10][C:9]([C:13]([OH:15])=[O:14])=[N:8]2)[CH:6]=[CH:5][CH:4]=[CH:3][CH:2]=1.[OH:16][C:17]1[CH:24]=[CH:23][C:20]([CH:21]=O)=[CH:19][CH:18]=1>CO>[C:1]1([N:7]2[C:11](=[O:12])[C:10](=[CH:21][C:20]3[CH:23]=[CH:24][C:17]([OH:16])=[CH:18][CH:19]=3)[C:9]([C:13]([OH:15])=[O:14])=[N:8]2)[CH:2]=[CH:3][CH:4]=[CH:5][CH:6]=1. Reported procedure: 204 g (1 mole) of 1-phenyl-3-carboxy-2-pyrazolin-5-one and 122 g (1 mole) of p-hydroxybenzaldehyde were dissolved in 1000 ml of methanol. After a few minutes of refluxing the dye started crystallizing and after 1 h of boiling the reaction mixture was cooled to room temperature. The dye was filtered with suction and rinsed with methanol. The reactants are CC(C)Br, O=C([O-])[O-], CCOC(=O)C1(NS(=O)(=O)c2cc(Cl)cc(Cl)c2O)Cc2ccccc2C1, [Cs+], [Cs+], CN(C)C=O. Yields the product CCOC(=O)C1(NS(=O)(=O)c2cc(Cl)cc(Cl)c2OC(C)C)Cc2ccccc2C1. Reaction SMILES: [Br:34][CH:35]([CH3:36])[CH3:37].[C:28](=[O:29])([O-:30])[O-:31].[CH2:1]([CH3:2])[O:3][C:4](=[O:5])[C:6]1([NH:15][S:16](=[O:17])(=[O:18])[c:19]2[c:20]([OH:27])[c:21]([Cl:26])[cH:22][c:23]([Cl:25])[cH:24]2)[CH2:7][c:8]2[cH:9][cH:10][cH:11][cH:12][c:13]2[CH2:14]1.[Cs+:32].[Cs+:33].[O:38]=[CH:39][N:40]([CH3:41])[CH3:42]>>[CH2:1]([CH3:2])[O:3][C:4](=[O:5])[C:6]1([NH:15][S:16](=[O:17])(=[O:18])[c:19]2[c:20]([O:27][CH:35]([CH3:36])[CH3:37])[c:21]([Cl:26])[cH:22][c:23]([Cl:25])[cH:24]2)[CH2:7][c:8]2[cH:9][cH:10][cH:11][cH:12][c:13]2[CH2:14]1. The reactants are CCN=C=NCCCN(C)C, ClCCl, Cl, CNC(=O)c1c(-c2ccc(F)cc2)oc2ccc(-c3cc(C(=O)O)c(OC)cc3C)cc12, O, On1nnc2ccccc21, NC1(c2cncnc2)CC1. The product is CNC(=O)c1c(-c2ccc(F)cc2)oc2ccc(-c3cc(C(=O)NC4(c5cncnc5)CC4)c(OC)cc3C)cc12. Reaction SMILES: [CH3:43][CH2:44][N:45]=[C:46]=[N:47][CH2:48][CH2:49][CH2:50][N:51]([CH3:52])[CH3:53].[Cl:65][CH2:66][Cl:67].[ClH:54].[F:1][c:2]1[cH:3][cH:4][c:5](-[c:8]2[o:9][c:10]3[c:11]([c:12]2[C:13]([NH:14][CH3:15])=[O:16])[cH:17][c:18](-[c:21]2[c:22]([CH3:32])[cH:23][c:24]([O:30][CH3:31])[c:25]([C:26](=[O:27])[OH:28])[cH:29]2)[cH:19][cH:20]3)[cH:6][cH:7]1.[OH2:68].[OH:55][n:56]1[c:57]2[c:58]([cH:59][cH:60][cH:61][cH:62]2)[n:63][n:64]1.[n:33]1[cH:34][n:35][cH:36][c:37]([C:39]2([NH2:42])[CH2:40][CH2:41]2)[cH:38]1>>[F:1][c:2]1[cH:3][cH:4][c:5](-[c:8]2[o:9][c:10]3[c:11]([c:12]2[C:13]([NH:14][CH3:15])=[O:16])[cH:17][c:18](-[c:21]2[c:22]([CH3:32])[cH:23][c:24]([O:30][CH3:31])[c:25]([C:26](=[O:28])[NH:42][C:39]4([c:37]5[cH:36][n:35][cH:34][n:33][cH:38]5)[CH2:40][CH2:41]4)[cH:29]2)[cH:19][cH:20]3)[cH:6][cH:7]1. The reactants are O=C([O-])O, ClCCl, [Na+], O, BrP(Br)Br, OCc1cc(Oc2ccccc2)ccc1C(F)(F)F. The product is FC(F)(F)c1ccc(Oc2ccccc2)cc1CBr. RXN SMILES: [C:24](=[O:25])([OH:26])[O-:27].[Cl:29][CH2:30][Cl:31].[Na+:28].[OH2:32].[P:20]([Br:21])([Br:22])[Br:23].[c:1]1([O:7][c:8]2[cH:9][cH:10][c:11]([C:16]([F:17])([F:18])[F:19])[c:12]([CH2:14][OH:15])[cH:13]2)[cH:2][cH:3][cH:4][cH:5][cH:6]1>>[c:1]1([O:7][c:8]2[cH:9][cH:10][c:11]([C:16]([F:17])([F:18])[F:19])[c:12]([CH2:14][Br:21])[cH:13]2)[cH:2][cH:3][cH:4][cH:5][cH:6]1.